The task is: describe an organic reaction: reactants, conditions, products, and yield. This data is from the Open Reaction Database (ORD), a public repository of structured organic reaction records. Reactants: S(O)(O)(=O)=O (sulfuric acid), [O-2].[O-2].[O-2].[Cr+6] (chromium trioxide), O (water), CON=C(C(=O)NC1[C@@H]2N(C(=C(CS2)CO)C(=O)O)C1=O)C=1N=C(SC1)NC(C(F)(F)F)=O (7-[2-Methoxyimino-2-{2-(2,2,2-trifluoroacetamido)-1,3-thiazol-4-yl}acetamido]-3-hydroxymethyl-3-cephem-4-carboxylic acid), ice water. Solvent: CN(C=O)C (dimethylformamide), CC(=O)C (acetone). Conditions: time 2 minute. Product: CC(=O)C.OS(=O)(=O)O.O=[Cr](=O)=O (Jones reagent), CON=C(C(=O)NC1[C@@H]2N(C(=C(CS2)C=O)C(=O)O)C1=O)C=1N=C(SC1)NC(C(F)(F)F)=O (7-[2-methoxyimino-2-{2-(2,2,2-trifluoroacetamido)-1,3-thiazol-4-yl}-acetamido]-3-formyl-3-cephem-4-carboxylic acid). Reaction SMILES: [CH3:1][O:2][N:3]=[C:4]([C:22]1[N:23]=[C:24]([NH:27][C:28](=[O:33])[C:29]([F:32])([F:31])[F:30])[S:25][CH:26]=1)[C:5]([NH:7][CH:8]1[C:20](=[O:21])[N:10]2[C:11]([C:17]([OH:19])=[O:18])=[C:12]([CH2:15][OH:16])[CH2:13][S:14][C@H:9]12)=[O:6].[S:34](=[O:38])(=[O:37])([OH:36])[OH:35].[O-2:39].[O-2:40].[O-2:41].[Cr+6:42].O>CN(C)C=O.CC(C)=O>[CH3:5][C:4]([CH3:22])=[O:39].[OH:37][S:34]([OH:38])(=[O:36])=[O:35].[O:39]=[Cr:42](=[O:41])=[O:40].[CH3:1][O:2][N:3]=[C:4]([C:22]1[N:23]=[C:24]([NH:27][C:28](=[O:33])[C:29]([F:31])([F:32])[F:30])[S:25][CH:26]=1)[C:5]([NH:7][CH:8]1[C:20](=[O:21])[N:10]2[C:11]([C:17]([OH:19])=[O:18])=[C:12]([CH:15]=[O:16])[CH2:13][S:14][C@H:9]12)=[O:6] |f:2.3.4.5,9.10.11|. Procedure: 7-[2-Methoxyimino-2-{2-(2,2,2-trifluoroacetamido)-1,3-thiazol-4-yl}acetamido]-3-hydroxymethyl-3-cephem-4-carboxylic acid (syn isomer) (1.0 g.) was dissolved in a mixture of dimethylformamide (6 ml.) and acetone (30 ml.). Jones reagent (1.25 ml.), which was prepared from conc. sulfuric acid (0.28 ml.), chromium trioxide (0.33 g.) and water (0.9 ml.), was dropwise added thereto over 2 minutes with stirring and cooling at 0° to 2° C. After stirring for 20 minutes at the same temperature, the reacti... Reactants: CC=1OC2=C(N1)C=C(C=C2)C2=CC=CC=C2 (2-Methyl-5-phenyl benzoxazole), FC(C(CC(C)(C)C1=C(C=CC(=C1)F)OC)=O)(F)F (1,1,1-Trifluoro-4-(5-fluoro-2-methoxyphenyl)-4-methylpentan-2-one), C(CCC)[Li] (n-Butyl lithium), C(C)(C)NC(C)C (diisopropyl amine). Solvent: C1CCOC1 (THF), C1CCOC1 (THF), C1CCOC1 (THF). Conditions: temperature -78 celsius, time 15 minute. Product: FC(C(CC(C)(C)C1=C(C=CC(=C1)F)OC)(O)CC=1OC2=C(N1)C=C(C=C2)C2=CC=CC=C2)(F)F (1,1,1-trifluoro-4-(5-fluoro-2-methoxyphenyl)-4-methyl-2-(5-phenylbenzoxazol-2-ylmethyl)pentan-2-ol). Yield: 76.9%. Reaction SMILES: C([Li])CCC.C(NC(C)C)(C)C.[CH3:13][C:14]1[O:15][C:16]2[CH:22]=[CH:21][C:20]([C:23]3[CH:28]=[CH:27][CH:26]=[CH:25][CH:24]=3)=[CH:19][C:17]=2[N:18]=1.[F:29][C:30]([F:47])([F:46])[C:31](=[O:45])[CH2:32][C:33]([C:36]1[CH:41]=[C:40]([F:42])[CH:39]=[CH:38][C:37]=1[O:43][CH3:44])([CH3:35])[CH3:34]>C1COCC1>[F:47][C:30]([F:29])([F:46])[C:31]([CH2:13][C:14]1[O:15][C:16]2[CH:22]=[CH:21][C:20]([C:23]3[CH:24]=[CH:25][CH:26]=[CH:27][CH:28]=3)=[CH:19][C:17]=2[N:18]=1)([OH:45])[CH2:32][C:33]([C:36]1[CH:41]=[C:40]([F:42])[CH:39]=[CH:38][C:37]=1[O:43][CH3:44])([CH3:35])[CH3:34]. Reported procedure: n-Butyl lithium (0.246 mL, 1.6 M in hexanes) was added to a solution of diisopropyl amine (0.055 mL, 0.45 mmol) in anhydrous THF (5 mL) at 0° C. The reaction mixture was cooled to −78° C. and stirred for 15 minutes. 2-Methyl-5-phenyl benzoxazole (75 mg, 0.4 mmol) dissolved in anhydrous THF (2 mL) was added to this mixture dropwise. After the addition, the reaction mixture was stirred for 15 to 30 minutes. 1,1,1-Trifluoro-4-(5-fluoro-2-methoxyphenyl)-4-methylpentan-2-one (100 mg, 0.4 mmol) was ad... Reactants: CC=CC(=O)Cl, CC(C)CC1=CCCCC1, ClCCl, Cl[Sn](Cl)(Cl)Cl. The product is CC=CC(=O)C1CCCC=C1CC(C)C. Reaction SMILES: [C:6]([CH:7]=[CH:8][CH3:9])(=[O:10])[Cl:11].[CH2:12]([CH:13]([CH3:14])[CH3:15])[C:16]1=[CH:17][CH2:18][CH2:19][CH2:20][CH2:21]1.[Cl:22][CH2:23][Cl:24].[Sn:1]([Cl:2])([Cl:3])([Cl:4])[Cl:5]>>[C:6]([CH:7]=[CH:8][CH3:9])(=[O:10])[CH:21]1[C:16]([CH2:12][CH:13]([CH3:14])[CH3:15])=[CH:17][CH2:18][CH2:19][CH2:20]1. Starting materials: CNC, CCO, CN(C)C=O, CSc1nn2c(O)cc(CCl)nc2c1S(=O)(=O)c1ccccc1. Yields the product CSc1nn2c(O)cc(CN(C)C)nc2c1S(=O)(=O)c1ccccc1. RXN SMILES: [CH3:1][NH:2][CH3:3].[CH3:27][CH2:28][OH:29].[O:30]=[CH:31][N:32]([CH3:33])[CH3:34].[c:4]1([S:10](=[O:11])(=[O:12])[c:13]2[c:14]([S:25][CH3:26])[n:15][n:16]3[c:17]2[n:18][c:19]([CH2:23][Cl:24])[cH:20][c:21]3[OH:22])[cH:5][cH:6][cH:7][cH:8][cH:9]1>>[CH3:1][N:2]([CH3:3])[CH2:23][c:19]1[n:18][c:17]2[c:13]([S:10]([c:4]3[cH:5][cH:6][cH:7][cH:8][cH:9]3)(=[O:11])=[O:12])[c:14]([S:25][CH3:26])[n:15][n:16]2[c:21]([OH:22])[cH:20]1. The reactants are ClC=1C=C(C(=C(C1)CC1=C(C(=CC(=C1)Cl)[N+](=O)[O-])O)O)[N+](=O)[O-] (1,1-Bis(5-chloro-2-hydroxy-3-nitrophenyl)methane), S(=O)(=O)([O-])S(=O)(=O)[O-].[Na+].[Na+] (sodium dithionate). Run in CO.O (methanol water). Run at time 4 hour. Yields the product NC=1C(=C(C=C(C1)Cl)CC1=C(C(=CC(=C1)Cl)N)O)O (1,1-Bis(3-amino-5-chloro-2-hydroxyphenyl)methane). Isolated yield 56.5%. RXN SMILES: [Cl:1][C:2]1[CH:3]=[C:4]([N+:21]([O-])=O)[C:5]([OH:20])=[C:6]([CH2:8][C:9]2[CH:14]=[C:13]([Cl:15])[CH:12]=[C:11]([N+:16]([O-])=O)[C:10]=2[OH:19])[CH:7]=1.S(S([O-])(=O)=O)([O-])(=O)=O.[Na+].[Na+]>CO.O>[NH2:16][C:11]1[C:10]([OH:19])=[C:9]([CH2:8][C:6]2[CH:7]=[C:2]([Cl:1])[CH:3]=[C:4]([NH2:21])[C:5]=2[OH:20])[CH:14]=[C:13]([Cl:15])[CH:12]=1 |f:1.2.3,4.5|. Procedure details: To a suspension of 36.3 g (0.1 mole) of 1,1-bis(5-chloro-2-hydroxy-3-nitrophenyl)methane of Example 19 in 300 ml of methanol-water (1:1) was added 145 g (0.4 mole) of sodium dithionate. The mixture was stirred for 4 hours and then filtered. The solid was dissolved in 22 g of ethyl acetate and washed with water, dried over magnesium sulfate and concentrated to yield 16.9 g of product of m.p. 212°-215° C. The reactants are O=C(O)C(=O)N1CCC(Cc2ccccc2)CC1, Nc1ccc2oc(=O)[nH]c2c1, O. The product is O=C(Nc1ccc2oc(=O)[nH]c2c1)C(=O)N1CCC(Cc2ccccc2)CC1. RXN SMILES: [CH2:12]([c:13]1[cH:14][cH:15][cH:16][cH:17][cH:18]1)[CH:19]1[CH2:20][CH2:21][N:22]([C:25]([C:26](=[O:27])[OH:28])=[O:29])[CH2:23][CH2:24]1.[NH2:1][c:2]1[cH:3][cH:4][c:5]2[c:6]([nH:7][c:8](=[O:10])[o:9]2)[cH:11]1.[OH2:30]>>[NH:1]([c:2]1[cH:3][cH:4][c:5]2[c:6]([nH:7][c:8](=[O:10])[o:9]2)[cH:11]1)[C:26]([C:25]([N:22]1[CH2:21][CH2:20][CH:19]([CH2:12][c:13]2[cH:14][cH:15][cH:16][cH:17][cH:18]2)[CH2:24][CH2:23]1)=[O:29])=[O:27]. Starting materials: S1CCC(=CC1)C1=CC2=C(N=CN=C2C=2C(=C(C=C(C2)F)N)C)N1 (3-[6-(3,6-Dihydro-2H-thiopyran-4-yl)-7H-pyrrolo[2,3-d]pyrimidin-4-yl]-5-fluoro-2-methyl-phenylamine), CN(C1=CC=C(C(=O)Cl)C=C1)C (4-dimethyaminobenzoyl chloride), C(C)(C)(C)C1=C(C(=O)Cl)C=CC=C1 (tert-butylbenzoyl chloride). Yields the product C(C)(C)(C)C1=CC=C(C(=O)NC2=C(C(=CC(=C2)F)C=2C3=C(N=CN2)NC(=C3)C=3CCSCC3)C)C=C1 (4-tert-Butyl-N-{3-[6-(3,6-dihydro-2H-thiopyran-4yl)-7H-pyrrolo[2,3-d]pyrimidin-4-yl]-5-fluor-2-methyl-phenyl}-benzamide). Reaction SMILES: [S:1]1[CH2:6][CH:5]=[C:4]([C:7]2[NH:24][C:10]3[N:11]=[CH:12][N:13]=[C:14]([C:15]4[C:16]([CH3:23])=[C:17]([NH2:22])[CH:18]=[C:19]([F:21])[CH:20]=4)[C:9]=3[CH:8]=2)[CH2:3][CH2:2]1.CN(C)[C:27]1[CH:35]=[CH:34][C:30]([C:31](Cl)=[O:32])=[CH:29][CH:28]=1.[C:37](C1C=CC=CC=1C(Cl)=O)([CH3:40])([CH3:39])[CH3:38]>>[C:37]([C:27]1[CH:35]=[CH:34][C:30]([C:31]([NH:22][C:17]2[CH:18]=[C:19]([F:21])[CH:20]=[C:15]([C:14]3[C:9]4[CH:8]=[C:7]([C:4]5[CH2:5][CH2:6][S:1][CH2:2][CH:3]=5)[NH:24][C:10]=4[N:11]=[CH:12][N:13]=3)[C:16]=2[CH3:23])=[O:32])=[CH:29][CH:28]=1)([CH3:40])([CH3:39])[CH3:38]. Procedure details: Example 24 was prepared analogue to Example 15 by replacing Intermediate 6 with Intermediate 16 and 4-dimethyaminobenzoyl chloride with tert-butylbenzoyl chloride. Starting materials: CCO, Cl, [Na+], CCOC(=O)c1ncn2c1C1CCCN1C(=O)c1ccccc1-2, [OH-], O. The product is O=C(O)c1ncn2c1C1CCCN1C(=O)c1ccccc1-2. As a reaction SMILES: [CH3:27][CH2:28][OH:29].[ClH:26].[Na+:25].[O:1]=[C:2]1[N:3]2[CH:4]([c:5]3[n:6]([cH:13][n:14][c:15]3[C:16](=[O:17])[O:18][CH2:19][CH3:20])-[c:7]3[c:8]1[cH:9][cH:10][cH:11][cH:12]3)[CH2:21][CH2:22][CH2:23]2.[OH-:24].[OH2:30]>>[O:1]=[C:2]1[N:3]2[CH:4]([c:5]3[n:6]([cH:13][n:14][c:15]3[C:16](=[O:17])[OH:18])-[c:7]3[c:8]1[cH:9][cH:10][cH:11][cH:12]3)[CH2:21][CH2:22][CH2:23]2. Reactants: CS(=O)(=O)c1ccc(Br)cn1, O=C([O-])[O-], CCOC(C)=O, [Cs+], [Cs+], CC(COC(F)F)Oc1cc(O)cc(C(=O)Nc2ccn(C)n2)c1. Product: CC(COC(F)F)Oc1cc(Oc2ccc(S(C)(=O)=O)nc2)cc(C(=O)Nc2ccn(C)n2)c1. As a reaction SMILES: [Br:25][c:26]1[cH:27][cH:28][c:29]([S:32](=[O:33])(=[O:34])[CH3:35])[n:30][cH:31]1.[C:36](=[O:37])([O-:38])[O-:39].[CH3:42][CH2:43][O:44][C:45](=[O:46])[CH3:47].[Cs+:40].[Cs+:41].[F:1][CH:2]([O:3][CH2:4][CH:5]([CH3:6])[O:7][c:8]1[cH:9][c:10]([C:11](=[O:12])[NH:13][c:14]2[n:15][n:16]([CH3:19])[cH:17][cH:18]2)[cH:20][c:21]([OH:23])[cH:22]1)[F:24]>>[F:1][CH:2]([O:3][CH2:4][CH:5]([CH3:6])[O:7][c:8]1[cH:9][c:10]([C:11](=[O:12])[NH:13][c:14]2[n:15][n:16]([CH3:19])[cH:17][cH:18]2)[cH:20][c:21]([O:23][c:26]2[cH:27][cH:28][c:29]([S:32](=[O:33])(=[O:34])[CH3:35])[n:30][cH:31]2)[cH:22]1)[F:24]. The reactants are COc1ccc(-c2ccc(OC(F)(F)F)cc2)cc1CNC1CCC(N(C)C(=O)OC(C)(C)C)CC1, O=C(Cl)c1sc2ccccc2c1Cl. Product: COc1ccc(-c2ccc(OC(F)(F)F)cc2)cc1CN(C(=O)c1sc2ccccc2c1Cl)C1CCC(N(C)C(=O)OC(C)(C)C)CC1. RXN SMILES: [CH3:1][O:2][c:3]1[c:4]([CH2:20][NH:21][CH:22]2[CH2:23][CH2:24][CH:25]([N:28]([C:29]([O:30][C:31]([CH3:32])([CH3:33])[CH3:34])=[O:35])[CH3:36])[CH2:26][CH2:27]2)[cH:5][c:6](-[c:9]2[cH:10][cH:11][c:12]([O:15][C:16]([F:17])([F:18])[F:19])[cH:13][cH:14]2)[cH:7][cH:8]1.[Cl:37][c:38]1[c:39]2[c:40]([s:41][c:42]1[C:43](=[O:44])[Cl:45])[cH:46][cH:47][cH:48][cH:49]2>>[CH3:1][O:2][c:3]1[c:4]([CH2:20][N:21]([CH:22]2[CH2:23][CH2:24][CH:25]([N:28]([C:29]([O:30][C:31]([CH3:32])([CH3:33])[CH3:34])=[O:35])[CH3:36])[CH2:26][CH2:27]2)[C:43]([c:42]2[c:38]([Cl:37])[c:39]3[c:40]([s:41]2)[cH:46][cH:47][cH:48][cH:49]3)=[O:44])[cH:5][c:6](-[c:9]2[cH:10][cH:11][c:12]([O:15][C:16]([F:17])([F:18])[F:19])[cH:13][cH:14]2)[cH:7][cH:8]1.